Dataset: the Open Reaction Database (ORD), a public repository of structured organic reaction records. Task: describe an organic reaction: reactants, conditions, products, and yield Starting materials: CC1(CC(C(C1)=O)=O)C (4,4-dimethyl-cyclopentane-1,2-dione), COP(OC)(=O)CC(=O)C=1C=NN(C1C(F)(F)F)C(C)(C)C ([2-(1-tert-Butyl-5-trifluoromethyl-1H-pyrazol-4-yl)-2-oxo-ethyl]-phosphonic acid dimethyl ester), O.NN (hydrazine monohydrate). Yields the product C(C)(C)(C)N1N=CC(=C1C(F)(F)F)C1=CC2=C(N=N1)CC(C2)(C)C (3-(1-tert-Butyl-5-trifluoromethyl-1H-pyrazol-4-yl)-6,6-dimethyl-6,7-dihydro-5H-cyclopenta[c]pyridazine). RXN SMILES: [CH3:1][C:2]1([CH3:9])[CH2:6][C:5](=O)[C:4](=O)[CH2:3]1.COP([CH2:16][C:17]([C:19]1[CH:20]=[N:21][N:22]([C:28]([CH3:31])([CH3:30])[CH3:29])[C:23]=1[C:24]([F:27])([F:26])[F:25])=O)(=O)OC.O.[NH2:33][NH2:34]>>[C:28]([N:22]1[C:23]([C:24]([F:27])([F:26])[F:25])=[C:19]([C:17]2[N:34]=[N:33][C:4]3[CH2:3][C:2]([CH3:9])([CH3:1])[CH2:6][C:5]=3[CH:16]=2)[CH:20]=[N:21]1)([CH3:31])([CH3:30])[CH3:29] |f:2.3|. Procedure details: light yellow crystalline solid. MS (ESI): 339.0 (MH+). Prepared from 4,4-dimethyl-cyclopentane-1,2-dione, [2-(1-tert-Butyl-5-trifluoromethyl-1H-pyrazol-4-yl)-2-oxo-ethyl]-phosphonic acid dimethyl ester, hydrazine monohydrate. Starting materials: CN(C)CCN, COCCOC, [O-][n+]1nc(Cl)nc2ccc3c(c21)CCCC3. Product: CN(C)CCNc1nc2ccc3c(c2[n+]([O-])n1)CCCC3. RXN SMILES: [CH3:1][N:2]([CH2:3][CH2:4][NH2:5])[CH3:6].[CH3:23][O:24][CH2:25][CH2:26][O:27][CH3:28].[Cl:7][c:8]1[n:9][n+:10]([O-:22])[c:11]2[c:12]([n:13]1)[cH:14][cH:15][c:16]1[c:21]2[CH2:20][CH2:19][CH2:18][CH2:17]1>>[CH3:1][N:2]([CH2:3][CH2:4][NH:5][c:8]1[n:9][n+:10]([O-:22])[c:11]2[c:12]([n:13]1)[cH:14][cH:15][c:16]1[c:21]2[CH2:20][CH2:19][CH2:18][CH2:17]1)[CH3:6]. The reactants are ClC=1C=C(C=2N(N1)C=CN2)NC2=NC(=CC=C2)N2CCCC2 (6-chloro-N-(6-(pyrrolidin-1-yl)pyridin-2-yl)imidazo[1,2-b]pyridazin-8-amine), C1(=CC=CC=C1)B(O)O (phenylboronic acid), CC(C)C1=CC(=C(C(=C1)C(C)C)C2=C(C=CC=C2)P(C3CCCCC3)C4CCCCC4)C(C)C (X-phos), C(=O)([O-])[O-].[K+].[K+] (K2CO3). Reagents/catalysts: C=1C=CC(=CC1)/C=C/C(=O)/C=C/C2=CC=CC=C2.C=1C=CC(=CC1)/C=C/C(=O)/C=C/C2=CC=CC=C2.C=1C=CC(=CC1)/C=C/C(=O)/C=C/C2=CC=CC=C2.[Pd].[Pd] (Pd2(dba)3), Cl (HCl). The solvent is O1CCOCC1 (dioxane), O (water), CO (methanol). Run at temperature 100 celsius, time 4 hour. The product is Cl.C1(=CC=CC=C1)C=1C=C(C=2N(N1)C=CN2)NC2=NC(=CC=C2)N2CCCC2 (6-phenyl-N-(6-(pyrrolidin-1-yl)pyridin-2-yl)imidazo[1,2-b]pyridazin-8-amine hydrochloride). Yield: 68.9%. Reaction SMILES: [Cl:1][C:2]1[CH:3]=[C:4]([NH:11][C:12]2[CH:17]=[CH:16][CH:15]=[C:14]([N:18]3[CH2:22][CH2:21][CH2:20][CH2:19]3)[N:13]=2)[C:5]2[N:6]([CH:8]=[CH:9][N:10]=2)[N:7]=1.[C:23]1(B(O)O)[CH:28]=[CH:27][CH:26]=[CH:25][CH:24]=1.CC(C1C=C(C(C)C)C(C2C=CC=CC=2P(C2CCCCC2)C2CCCCC2)=C(C(C)C)C=1)C.C([O-])([O-])=O.[K+].[K+]>O1CCOCC1.O.CO.Cl.C1C=CC(/C=C/C(/C=C/C2C=CC=CC=2)=O)=CC=1.C1C=CC(/C=C/C(/C=C/C2C=CC=CC=2)=O)=CC=1.C1C=CC(/C=C/C(/C=C/C2C=CC=CC=2)=O)=CC=1.[Pd].[Pd]>[ClH:1].[C:23]1([C:2]2[CH:3]=[C:4]([NH:11][C:12]3[CH:17]=[CH:16][CH:15]=[C:14]([N:18]4[CH2:22][CH2:21][CH2:20][CH2:19]4)[N:13]=3)[C:5]3[N:6]([CH:8]=[CH:9][N:10]=3)[N:7]=2)[CH:28]=[CH:27][CH:26]=[CH:25][CH:24]=1 |f:3.4.5,10.11.12.13.14,15.16|. Reported procedure: A mixture of 6-chloro-N-(6-(pyrrolidin-1-yl)pyridin-2-yl)imidazo[1,2-b]pyridazin-8-amine (52 mg, 0.17 mmol), phenylboronic acid (31 mg, 0.25 mmol), Pd2(dba)3 (10 mg, 0.017 mmol), X-phos (32 mg, 0.067 mmol) and K2CO3 (69 mg, 0.5 mmol) in dioxane (5 mL) and water (0.5 mL) was heated to 100° C. with stirring for 4 h under N2. The solvent was removed in vacuo and the resulting mixture was purified by chromatography (silica gel, 200-300 mesh, CH2Cl2:MeOH=180:1) to give crude product as a yellow solid... The reactants are CCCCCCCn1ccc2cc(OCc3ccccc3)ccc21, CO, ClCCl. RXN SMILES: [CH2:1]([c:2]1[cH:3][cH:4][cH:5][cH:6][cH:7]1)[O:8][c:9]1[cH:10][c:11]2[cH:12][cH:13][n:14]([CH2:18][CH2:19][CH2:20][CH2:21][CH2:22][CH2:23][CH3:24])[c:15]2[cH:16][cH:17]1.[CH3:25][OH:26].[Cl:27][CH2:28][Cl:29]>>[OH:8][c:9]1[cH:10][c:11]2[cH:12][cH:13][n:14]([CH2:18][CH2:19][CH2:20][CH2:21][CH2:22][CH2:23][CH3:24])[c:15]2[cH:16][cH:17]1. The product is CCCCCCCn1ccc2cc(O)ccc21. Reactants: ClCCl (dichloromethane), C1(CCCCC1)N=C=NC1CCCCC1 (N,N'-dicyclohexylcarbodiimide), ClC1=CC=C(C=C1)S(=O)(=O)N[C@H](C(=O)O)CC1=CNC2=CC=CC=C12 ((S)-2-(4-chlorobenzenesulfonylamino)-3-(3-indolyl) propanoic acid), NC1=CC=C(C=C1)CC(=O)OCC (ethyl 4-aminophenylacetate). Run in C(C)#N (acetonitrile). Product: ClC1=CC=C(C=C1)S(=O)(=O)N[C@H](C(=O)NC1=CC=C(C=C1)CC(=O)OCC)CC1=CNC2=CC=CC=C12 ((S)-2-(4-chlorobenzenesulfonylamino)-N-(4-(ethoxycarbonylmethyl)phenyl)-3-(3-indolyl)propanamide). Yield: 68.3%. As a reaction SMILES: [Cl:1][C:2]1[CH:7]=[CH:6][C:5]([S:8]([NH:11][C@@H:12]([CH2:16][C:17]2[C:25]3[C:20](=[CH:21][CH:22]=[CH:23][CH:24]=3)[NH:19][CH:18]=2)[C:13](O)=[O:14])(=[O:10])=[O:9])=[CH:4][CH:3]=1.[NH2:26][C:27]1[CH:32]=[CH:31][C:30]([CH2:33][C:34]([O:36][CH2:37][CH3:38])=[O:35])=[CH:29][CH:28]=1.ClCCl.C1(N=C=NC2CCCCC2)CCCCC1>C(#N)C>[Cl:1][C:2]1[CH:7]=[CH:6][C:5]([S:8]([NH:11][C@@H:12]([CH2:16][C:17]2[C:25]3[C:20](=[CH:21][CH:22]=[CH:23][CH:24]=3)[NH:19][CH:18]=2)[C:13]([NH:26][C:27]2[CH:28]=[CH:29][C:30]([CH2:33][C:34]([O:36][CH2:37][CH3:38])=[O:35])=[CH:31][CH:32]=2)=[O:14])(=[O:10])=[O:9])=[CH:4][CH:3]=1. Reported procedure: The procedure described in Example 180 was repeated, except that (S)-2-(4-chlorobenzenesulfonylamino)-3-(3-indolyl) propanoic acid (5 g) and ethyl 4-aminophenylacetate (2.36 g) were condensed in a mixed solvent of dichloromethane (100 ml) and acetonitrile (10 ml) in the presence of N,N'-dicyclohexylcarbodiimide (3.27 g). The reaction mixture was filtered, and the filtrate was concentrated. The resulting crude product was recrystallized from ethanol/acetonitrile (10/1) to obtain (S)-2-(4-chlorobe... The reactants are CN1[C@@H]2CN[C@H](C1)C2 ((S,S)-2-methyl-2,5-diazabicyclo[2.2.1]heptane), ClC1=NC=CN=C1 (2-chloropyrazine). Solvent: C(Cl)Cl (methylene chloride), diazabicyclo[3.6.0]undecene-5. Conditions: temperature 80 celsius. Yields the product CN1[C@@H]2CN([C@H](C1)C2)C2=NC=CN=C2 ((S,S)-2-Methyl-5-(2-pyrazinyl)-2,5-diazabicyclo[2.2.1]heptane). RXN SMILES: [CH3:1][N:2]1[CH2:7][C@@H:6]2[CH2:8][C@H:3]1[CH2:4][NH:5]2.Cl[C:10]1[CH:15]=[N:14][CH:13]=[CH:12][N:11]=1>C(Cl)Cl>[CH3:1][N:2]1[CH2:7][C@@H:6]2[CH2:8][C@H:3]1[CH2:4][N:5]2[C:10]1[CH:15]=[N:14][CH:13]=[CH:12][N:11]=1. Procedure details: A solution of 2.1 g of (S,S)-2-methyl-2,5-diazabicyclo[2.2.1]heptane prepared by the procedure of U. Jordis et al, Synthesis, 1990, 925, and 1.8 ml of 2-chloropyrazine in 8 ml of diazabicyclo[3.6.0]undecene-5 is heated to approximately 80° C. for 2 hours. The reaction solution is cooled, diluted with 100 ml of methylene chloride and washed with 30 ml of 5N aqueous sodium hydroxide. The organic layer is dried and concentrated in vacuo to dryness. The residue is purified by chromatography (aluminu... Product: CC1(C)CC(c2ccccc2NS(=O)(=O)c2cccnc2)Nc2ccc(C(F)(F)F)cc21. Starting materials: CC1(C)CC(c2ccccc2N)Nc2ccc(C(F)(F)F)cc21, O, c1ccncc1, O=S(=O)(Cl)c1cccnc1. RXN SMILES: [CH3:1][C:2]1([CH3:23])[CH2:3][CH:4]([c:16]2[c:17]([NH2:18])[cH:19][cH:20][cH:21][cH:22]2)[NH:5][c:6]2[cH:7][cH:8][c:9]([C:12]([F:13])([F:14])[F:15])[cH:10][c:11]21.[OH2:40].[cH:34]1[cH:35][cH:36][n:37][cH:38][cH:39]1.[n:24]1[cH:25][c:26]([S:30](=[O:31])(=[O:32])[Cl:33])[cH:27][cH:28][cH:29]1>>[CH3:1][C:2]1([CH3:23])[CH2:3][CH:4]([c:16]2[c:17]([NH:18][S:30]([c:26]3[cH:25][n:24][cH:29][cH:28][cH:27]3)(=[O:31])=[O:32])[cH:19][cH:20][cH:21][cH:22]2)[NH:5][c:6]2[cH:7][cH:8][c:9]([C:12]([F:13])([F:14])[F:15])[cH:10][c:11]21. The reactants are C1CCOC1, CN, C[Si](C)(C)[N-][Si](C)(C)C, C=CCC(NC(C)=O)C(O)CNC1CC2(CCC2)Oc2c1cc(CC(C)(C)C)nc2Cl, [Li+]. The product is C=CCC(NC(C)=O)C(O)CNC1CC2(CCC2)Oc2c1cc(CC(C)(C)C)nc2NC. As a reaction SMILES: [CH2:44]1[O:45][CH2:46][CH2:47][CH2:48]1.[CH3:32][NH2:33].[CH3:35][Si:36]([N-:37][Si:38]([CH3:39])([CH3:40])[CH3:41])([CH3:42])[CH3:43].[Cl:1][c:2]1[n:3][c:4]([CH2:27][C:28]([CH3:29])([CH3:30])[CH3:31])[cH:5][c:6]2[c:7]1[O:8][C:9]1([CH2:10][CH2:11][CH2:12]1)[CH2:13][CH:14]2[NH:15][CH2:16][CH:17]([OH:18])[CH:19]([CH2:20][CH:21]=[CH2:22])[NH:23][C:24]([CH3:25])=[O:26].[Li+:34]>>[c:2]1([NH:33][CH3:32])[n:3][c:4]([CH2:27][C:28]([CH3:29])([CH3:30])[CH3:31])[cH:5][c:6]2[c:7]1[O:8][C:9]1([CH2:10][CH2:11][CH2:12]1)[CH2:13][CH:14]2[NH:15][CH2:16][CH:17]([OH:18])[CH:19]([CH2:20][CH:21]=[CH2:22])[NH:23][C:24]([CH3:25])=[O:26]. Reactants: O (water), FC1=CC=C(C=C1)SC1=C(C(=CC=C1)F)C(C=C)O (1-(2-(4-fluorophenylthio)-6-fluorophenyl)prop-2-en-1-ol), Br (HBr), C(C)OCC (diethyl ether). Solvent: CCCCCC (hexane). RXN SMILES: [F:1][C:2]1[CH:7]=[CH:6][C:5]([S:8][C:9]2[CH:14]=[CH:13][CH:12]=[C:11]([F:15])[C:10]=2[CH:16](O)[CH:17]=[CH2:18])=[CH:4][CH:3]=1.C(OCC)C.[BrH:25].O>CCCCCC>[F:1][C:2]1[CH:7]=[CH:6][C:5]([S:8][C:9]2[CH:14]=[CH:13][CH:12]=[C:11]([F:15])[C:10]=2[CH:16]=[CH:17][CH2:18][Br:25])=[CH:4][CH:3]=1. Run at time 5 hour. Reported procedure: 1-(2-(4-fluorophenylthio)-6-fluorophenyl)prop-2-en-1-ol (2.29 g, 8.23 mmol) is dissolved in 10 ml of hexane and 10 ml of diethyl ether and cooled in an ice bath. Concentrated HBr acid (4.6 ml, 41.2 mmol) is then added dropwise and the reaction mixture is stirred vigorously for 5 hours at room temperature. The reaction mixture is then poured into water and extracted twice with diethyl ether. The extracts are washed with water and then brine and dried over MgSO4 to afford the subtitle compound. Product: FC1=CC=C(C=C1)SC1=C(C(=CC=C1)F)C=CCBr (1-[2-(4-fluorophenylthio)-6-fluorophenyl]3-bromoprop-1-ene).